This data is from the Open Reaction Database (ORD), a public repository of structured organic reaction records. The task is: describe an organic reaction: reactants, conditions, products, and yield Reactants: P(Br)(Br)Br (phosphorous tribromide), C1(CC1)C1=C(C(=NO1)C1=C(C=CC=C1Cl)Cl)CO ((5-cyclopropyl-3-(2,6-dichloro-phenyl)-isoxazol-4-yl)-methanol), C([O-])(O)=O.[Na+] (sodium bicarbonate). The solvent is ClCCl (dichloromethane). Conditions: time 30 minute. Product: BrCC=1C(=NOC1C1CC1)C1=C(C=CC=C1Cl)Cl (4-Bromomethyl-5-cyclopropyl-3-(2,6-dichloro-phenyl)-isoxazole). Isolated yield 94.7%. RXN SMILES: [CH:1]1([C:4]2[O:8][N:7]=[C:6]([C:9]3[C:14]([Cl:15])=[CH:13][CH:12]=[CH:11][C:10]=3[Cl:16])[C:5]=2[CH2:17]O)[CH2:3][CH2:2]1.P(Br)(Br)[Br:20].C(=O)(O)[O-].[Na+]>ClCCl>[Br:20][CH2:17][C:5]1[C:6]([C:9]2[C:14]([Cl:15])=[CH:13][CH:12]=[CH:11][C:10]=2[Cl:16])=[N:7][O:8][C:4]=1[CH:1]1[CH2:3][CH2:2]1 |f:2.3|. Reported procedure: Alternate procedure: Cool a solution of (5-cyclopropyl-3-(2,6-dichloro-phenyl)-isoxazol-4-yl)-methanol (100 g, 0.35 mol) in dichloromethane (1200 mL) to −10° C. Add phosphorous tribromide (105 g, 0.39 mol) dropwise while maintaining the internal temperature between −5° C. and 0° C. Stir at −5° C. to 0° C. for 30 min. Allow to warm to between 20° C. and 25° C. and stir at 20° C. to 35° C. for 2 h. Cool the reaction mixture to 0° C. to 5° C. Add an aqueous solution of sodium bicarbonate (775 mL) d... The reactants are 100, C1(\C=C/C(=O)O1)=O (maleic anhydride), C=CCCCC (1-hexene). Product: C=CCCCCCCCC (1-decene), polyolefin resin. As a reaction SMILES: [C:1]1(=O)O[C:4](=O)[CH:3]=[CH:2]1.[CH2:8]=[CH:9][CH2:10][CH2:11][CH2:12][CH3:13]>>[CH2:1]=[CH:2][CH2:3][CH2:4][CH2:8][CH2:9][CH2:10][CH2:11][CH2:12][CH3:13]. Procedure details: The same procedure as in Example 1 was performed with the exception that 100 parts of (A-2), 116.8 parts of maleic anhydride and 50.5 parts of 1-hexene (C-2) (SP value: 7.5) were used in place of 100 parts of (A-1), 24 parts of maleic: anhydride and 18.5 parts of 1-decene (C-1) in Example 1, to obtain a modifier for polyolefin resin. (K-5) containing a copolymer (X-5). The (X-5) had an SP value of 9.9, an acid value of 250 and an Mn of 2,500. Reactants: CCc1ccc(CBr)cc1, Cc1nc(-c2ccn[nH]2)sc1C(=O)NCc1cccnc1. Yields the product CCc1ccc(Cn2ccc(-c3nc(C)c(C(=O)NCc4cccnc4)s3)n2)cc1. As a reaction SMILES: [Br:22][CH2:23][c:24]1[cH:25][cH:26][c:27]([CH2:30][CH3:31])[cH:28][cH:29]1.[n:1]1[cH:2][c:3]([CH2:7][NH:8][C:9](=[O:10])[c:11]2[c:12]([CH3:21])[n:13][c:14](-[c:16]3[nH:17][n:18][cH:19][cH:20]3)[s:15]2)[cH:4][cH:5][cH:6]1>>[n:1]1[cH:2][c:3]([CH2:7][NH:8][C:9](=[O:10])[c:11]2[c:12]([CH3:21])[n:13][c:14](-[c:16]3[n:17][n:18]([CH2:23][c:24]4[cH:25][cH:26][c:27]([CH2:30][CH3:31])[cH:28][cH:29]4)[cH:19][cH:20]3)[s:15]2)[cH:4][cH:5][cH:6]1. The reactants are [Cl-].O[NH3+] (hydroxylammonium chloride), C(O)([O-])=O.[Na+] (sodium hydrogencarbonate), CS(=O)C (dimethyl sulfoxide), C(C)C1=CC2=C(N(C(N(C2=O)CC(=O)C2=CC=C(C=C2)OC)=O)CC2=C(C=C(C=C2)C=2C(=CC=CC2)C#N)C)S1 (4′-{[6-ethyl-3-[2-(4-methoxyphenyl)-2-oxoethyl]-2,4-dioxo-3,4-dihydrothieno[2,3-d]pyrimidin-1(2H)-yl]methyl}-3′-methylbiphenyl-2-carbonitrile). Run in C(Cl)(Cl)Cl (chloroform). Conditions: temperature 40 celsius, time 30 minute. Yields the product C(C)C1=CC2=C(N(C(N(C2=O)CC(=O)C2=CC=C(C=C2)OC)=O)CC2=C(C=C(C=C2)C2=C(C=CC=C2)C2=NOC(N2)=O)C)S1 (6-ethyl-3-[2-(4-methoxyphenyl)-2-oxoethyl]-1-{[3-methyl-2′-(5-oxo-4,5-dihydro-1,2,4-oxadiazol-3-yl)biphenyl-4-yl]methyl}thieno[2,3-d]pyrimidine-2,4(1H,3H)-dione). Yield: 43.1%. RXN SMILES: [Cl-].O[NH3+:3].[C:4](=[O:7])([O-])[OH:5].[Na+].CS(C)=O.[CH2:13]([C:15]1[S:52][C:18]2[N:19]([CH2:36][C:37]3[CH:42]=[CH:41][C:40]([C:43]4[C:44]([C:49]#[N:50])=[CH:45][CH:46]=[CH:47][CH:48]=4)=[CH:39][C:38]=3[CH3:51])[C:20](=[O:35])[N:21]([CH2:24][C:25]([C:27]3[CH:32]=[CH:31][C:30]([O:33][CH3:34])=[CH:29][CH:28]=3)=[O:26])[C:22](=[O:23])[C:17]=2[CH:16]=1)[CH3:14]>C(Cl)(Cl)Cl>[CH2:13]([C:15]1[S:52][C:18]2[N:19]([CH2:36][C:37]3[CH:42]=[CH:41][C:40]([C:43]4[CH:48]=[CH:47][CH:46]=[CH:45][C:44]=4[C:49]4[NH:3][C:4](=[O:7])[O:5][N:50]=4)=[CH:39][C:38]=3[CH3:51])[C:20](=[O:35])[N:21]([CH2:24][C:25]([C:27]3[CH:28]=[CH:29][C:30]([O:33][CH3:34])=[CH:31][CH:32]=3)=[O:26])[C:22](=[O:23])[C:17]=2[CH:16]=1)[CH3:14] |f:0.1,2.3|. Procedure: A mixture of hydroxylammonium chloride (0.68 g), sodium hydrogencarbonate (1.02 g) and dimethyl sulfoxide (15 mL) was stirred at 40° C. for 30 min, 4′-{[6-ethyl-3-[2-(4-methoxyphenyl)-2-oxoethyl]-2,4-dioxo-3,4-dihydrothieno[2,3-d]pyrimidin-1(2H)-yl]methyl}-3′-methylbiphenyl-2-carbonitrile (0.67 g) was added, and the mixture was stirred at 90° C. for 16 hr. The reaction mixture was diluted with chloroform, washed successively with water and saturated brine, and dried over anhydrous magnesium sulf...